Dataset: the Open Reaction Database (ORD), a public repository of structured organic reaction records. Task: describe an organic reaction: reactants, conditions, products, and yield Starting materials: O=C([O-])[O-], CN(C)C=O, Cc1ccccc1, Cc1sc2c(c1C(=O)CCCl)NC(=O)CCC2, Cl, [I-], [K+], [K+], [K+], O, c1ccc2c(N3CCNCC3)nsc2c1. Reaction SMILES: [C:34](=[O:35])([O-:36])[O-:37].[CH3:42][N:43]([CH3:44])[CH:45]=[O:46].[CH3:47][c:48]1[cH:49][cH:50][cH:51][cH:52][cH:53]1.[Cl:17][CH2:18][CH2:19][C:20](=[O:21])[c:22]1[c:23]([CH3:33])[s:24][c:25]2[c:26]1[NH:27][C:28](=[O:32])[CH2:29][CH2:30][CH2:31]2.[ClH:1].[I-:41].[K+:38].[K+:39].[K+:40].[OH2:54].[s:2]1[n:3][c:4]([N:11]2[CH2:12][CH2:13][NH:14][CH2:15][CH2:16]2)[c:5]2[c:6]1[cH:7][cH:8][cH:9][cH:10]2>>[s:2]1[n:3][c:4]([N:11]2[CH2:12][CH2:13][N:14]([CH2:18][CH2:19][C:20](=[O:21])[c:22]3[c:23]([CH3:33])[s:24][c:25]4[c:26]3[NH:27][C:28](=[O:32])[CH2:29][CH2:30][CH2:31]4)[CH2:15][CH2:16]2)[c:5]2[c:6]1[cH:7][cH:8][cH:9][cH:10]2. The product is Cc1sc2c(c1C(=O)CCN1CCN(c3nsc4ccccc34)CC1)NC(=O)CCC2.